Dataset: the Open Reaction Database (ORD), a public repository of structured organic reaction records. Task: describe an organic reaction: reactants, conditions, products, and yield The reactants are O=C(O)c1cccc(Oc2ncccc2C(=O)NCc2ccccc2)c1, CC(=O)Cl, CO. The product is COC(=O)c1cccc(Oc2ncccc2C(=O)NCc2ccccc2)c1. As a reaction SMILES: [C:1](=[O:2])([OH:3])[c:4]1[cH:5][c:6]([O:7][c:8]2[c:9]([C:10](=[O:11])[NH:12][CH2:13][c:14]3[cH:15][cH:16][cH:17][cH:18][cH:19]3)[cH:20][cH:21][cH:22][n:23]2)[cH:24][cH:25][cH:26]1.[CH3:27][C:28](=[O:29])[Cl:30].[CH3:31][OH:32]>>[C:1](=[O:2])([O:3][CH3:27])[c:4]1[cH:5][c:6]([O:7][c:8]2[c:9]([C:10](=[O:11])[NH:12][CH2:13][c:14]3[cH:15][cH:16][cH:17][cH:18][cH:19]3)[cH:20][cH:21][cH:22][n:23]2)[cH:24][cH:25][cH:26]1.